Dataset: the Open Reaction Database (ORD), a public repository of structured organic reaction records. Task: describe an organic reaction: reactants, conditions, products, and yield The reactants are C(C1=CC=CC=C1)OC(=O)N1[C@@H]2C(N([C@@H]2[C@@H](C1)OS(=O)(=O)C(F)(F)F)CC1=CC(=C(C=C1)OC)OC)=O ((1S,4R ,5S)-6-(3,4-Di methoxy-benzyl)-7-oxo-4-trifluoromethanesulphonyloxy-2,6-diazabicyclo[3.2.0]heptane-2-carboxylic acid benzyl ester), O.O.O.[F-].C(CCC)[N+](CCCC)(CCCC)CCCC (tetrabutylammonium fluoride trihydrate). The solvent is O1CCCC1 (tetrahydrofuran). Yields the product C(C1=CC=CC=C1)OC(=O)N1[C@@H]2C(N([C@@H]2[C@H](C1)F)CC1=CC(=C(C=C1)OC)OC)=O ((1S,4S,5S)-4-Fluoro-6-(3,4-dimethoxybenzyl)-7-oxo-2,6-diazabicyclo[3.2.0]heptane-2-carboxylic benzyl ester). RXN SMILES: [CH2:1]([O:8][C:9]([N:11]1[CH2:17][C@@H:16](OS(C(F)(F)F)(=O)=O)[C@@H:15]2[C@H:12]1[C:13](=[O:37])[N:14]2[CH2:26][C:27]1[CH:32]=[CH:31][C:30]([O:33][CH3:34])=[C:29]([O:35][CH3:36])[CH:28]=1)=[O:10])[C:2]1[CH:7]=[CH:6][CH:5]=[CH:4][CH:3]=1.O.O.O.[F-:41].C([N+](CCCC)(CCCC)CCCC)CCC>O1CCCC1>[CH2:1]([O:8][C:9]([N:11]1[CH2:17][C@H:16]([F:41])[C@@H:15]2[C@H:12]1[C:13](=[O:37])[N:14]2[CH2:26][C:27]1[CH:32]=[CH:31][C:30]([O:33][CH3:34])=[C:29]([O:35][CH3:36])[CH:28]=1)=[O:10])[C:2]1[CH:3]=[CH:4][CH:5]=[CH:6][CH:7]=1 |f:1.2.3.4.5|. Procedure details: (1S,4R ,5S)-6-(3,4-Di methoxy-benzyl)-7-oxo-4-trifluoromethanesulphonyloxy-2,6-diazabicyclo[3.2.0]heptane-2-carboxylic acid benzyl ester (1.1 g, 2.02 mmol) and tetrabutylammonium fluoride trihydrate (704 mg, 2.23 mmol) were stirred together in 10 ml of tetrahydrofuran at room temperature for 10 min. Thereafter, the solvent was removed in a vacuum, the oily residue was taken up in ethyl acetate and extracted three times with water and once with saturated aqueous sodium chloride solution. The orga...